From a dataset of the Open Reaction Database (ORD), a public repository of structured organic reaction records. describe an organic reaction: reactants, conditions, products, and yield Reactants: C(C(=O)Cl)(=O)Cl (Oxalyl chloride), CC(C(=O)O)(C1=CC(=CC(=C1)C(F)(F)F)C(F)(F)F)C (α,α-dimethyl-3,5-bis(trifluoromethyl)benzeneacetic acid), Cl.O=C1CCC(CC1)(C1=CC=CC=C1)N (4-oxo-1-phenylcyclohexylamine hydrochloride), N1=CC=CC=C1 (pyridine), Cl (hydrochloric acid). Reagents/catalysts: CN(C=O)C (dimethylformamide). Run in ClCCl (dichloromethane), ClCCl (dichloromethane). Run at time 24 hour. Product: CC(C(=O)NC1(CCC(CC1)=O)C1=CC=CC=C1)(C1=CC(=CC(=C1)C(F)(F)F)C(F)(F)F)C (α,α-Dimethyl-N-[4-oxo-1-phenylcyclohexyl]-3,5-bis(trifluoromethyl)benzeneacetamide). Isolated yield 41.4%. As a reaction SMILES: C(Cl)(=O)C(Cl)=O.[CH3:7][C:8]([CH3:26])([C:12]1[CH:17]=[C:16]([C:18]([F:21])([F:20])[F:19])[CH:15]=[C:14]([C:22]([F:25])([F:24])[F:23])[CH:13]=1)[C:9](O)=[O:10].Cl.[O:28]=[C:29]1[CH2:34][CH2:33][C:32]([NH2:41])([C:35]2[CH:40]=[CH:39][CH:38]=[CH:37][CH:36]=2)[CH2:31][CH2:30]1.N1C=CC=CC=1.Cl>CN(C)C=O.ClCCl>[CH3:7][C:8]([CH3:26])([C:12]1[CH:17]=[C:16]([C:18]([F:19])([F:21])[F:20])[CH:15]=[C:14]([C:22]([F:24])([F:25])[F:23])[CH:13]=1)[C:9]([NH:41][C:32]1([C:35]2[CH:40]=[CH:39][CH:38]=[CH:37][CH:36]=2)[CH2:31][CH2:30][C:29](=[O:28])[CH2:34][CH2:33]1)=[O:10] |f:2.3|. Procedure: Oxalyl chloride (5.8 mL, 66.6 mmol) was added slowly to a solution of α,α-dimethyl-3,5-bis(trifluoromethyl)benzeneacetic acid (Description 6, 10 g, 33.3 mmol) and dimethylformamide (1 drop) in dichloromethane (100 mL) and. the mixture was stirred at room temperature for 24 hours. The solvent was evaporated under reduced pressure and the residue was dissolved in dichloromethane (20 mL) and added slowly to a solution of 4-oxo-1-phenylcyclohexylamine hydrochloride (Description 18, 8.2 g, 43.4 mmol)... Starting materials: CN1CCCC1=O, O=[N+]([O-])c1ccc(Cl)cc1F, [H-], [Na+], OCCO. Product: O=[N+]([O-])c1ccc(Cl)cc1OCCO. RXN SMILES: [CH3:18][N:19]1[CH2:20][CH2:21][CH2:22][C:23]1=[O:24].[Cl:3][c:4]1[cH:5][c:6]([F:13])[c:7]([N+:10](=[O:11])[O-:12])[cH:8][cH:9]1.[H-:1].[Na+:2].[OH:14][CH2:15][CH2:16][OH:17]>>[Cl:3][c:4]1[cH:5][c:6]([O:14][CH2:15][CH2:16][OH:17])[c:7]([N+:10](=[O:11])[O-:12])[cH:8][cH:9]1.